describe an organic reaction: reactants, conditions, products, and yield From a dataset of the Open Reaction Database (ORD), a public repository of structured organic reaction records. Reactants: ClC1=NC=CC(=N1)C1=NC(=CC(=C1)C1=CC=C(C=C1)C(F)(F)F)C (2-chloro-4-[6-methyl-4-(4-trifluoromethylphenyl)-pyridin-2-yl]-pyrimidine), CS(=O)(=O)C=1C=C(C=CC1)B(O)O ((3-methylsulfonylphenyl)boronic acid). Product: CS(=O)(=O)C=1C=C(C=CC1)C1=NC=CC(=N1)C1=NC(=CC(=C1)C1=CC=C(C=C1)C(F)(F)F)C (2-(3-Methanesulfonyl-phenyl)-4-[6-methyl-4-(4-trifluoromethyl-phenyl)-pyridin-2-yl]-pyrimidine), solid. The yield is 59.0%. As a reaction SMILES: Cl[C:2]1[N:7]=[C:6]([C:8]2[CH:13]=[C:12]([C:14]3[CH:19]=[CH:18][C:17]([C:20]([F:23])([F:22])[F:21])=[CH:16][CH:15]=3)[CH:11]=[C:10]([CH3:24])[N:9]=2)[CH:5]=[CH:4][N:3]=1.[CH3:25][S:26]([C:29]1[CH:30]=[C:31](B(O)O)[CH:32]=[CH:33][CH:34]=1)(=[O:28])=[O:27]>>[CH3:25][S:26]([C:29]1[CH:34]=[C:33]([C:2]2[N:7]=[C:6]([C:8]3[CH:13]=[C:12]([C:14]4[CH:19]=[CH:18][C:17]([C:20]([F:23])([F:22])[F:21])=[CH:16][CH:15]=4)[CH:11]=[C:10]([CH3:24])[N:9]=3)[CH:5]=[CH:4][N:3]=2)[CH:32]=[CH:31][CH:30]=1)(=[O:28])=[O:27]. Procedure: The title compound was prepared from 2-chloro-4-[6-methyl-4-(4-trifluoromethylphenyl)-pyridin-2-yl]-pyrimidine (example E.83) (0.350 g, 1.0 mmol) and commercially available (3-methylsulfonylphenyl)boronic acid (0.220 g, 1.0 mmol) according to the general procedure VI. Obtained as an off-white solid (0.280 g, 59%). MS (ISP) 470.1 [(M+H)+]; mp 208° C. RXN SMILES: [C:15]([c:16]1[cH:17][cH:18][cH:19][cH:20][cH:21]1)(=[O:22])[Cl:23].[CH3:1][O:2][C:3]([c:4]1[c:5]([NH2:13])[c:6]([CH3:12])[c:7]([O:10][CH3:11])[cH:8][cH:9]1)=[O:14].[Cl:37][CH2:38][Cl:39].[OH:24][C:25]([CH2:26][C:27]([C:28](=[O:29])[OH:30])([CH2:31][C:32](=[O:33])[OH:34])[OH:35])=[O:36]>>[CH3:1][O:2][C:3]([c:4]1[c:5]([NH:13][C:15]([c:16]2[cH:17][cH:18][cH:19][cH:20][cH:21]2)=[O:22])[c:6]([CH3:12])[c:7]([O:10][CH3:11])[cH:8][cH:9]1)=[O:14]. Reactants: O=C(Cl)c1ccccc1, COC(=O)c1ccc(OC)c(C)c1N, ClCCl, O=C(O)CC(O)(CC(=O)O)C(=O)O. Yields the product COC(=O)c1ccc(OC)c(C)c1NC(=O)c1ccccc1. Starting materials: FC1=C(C=CC=C1F)O (2,3-difluorophenol), CI (methyl iodide), C([O-])([O-])=O.[K+].[K+] (potassium carbonate), CC(=O)C (acetone). Conditions: temperature 70 celsius, time 3 hour. The product is C(C)OC1=C(C(=CC=C1)F)F (1-ethoxy-2,3-difluoro-benzene). The yield is 100.0%. As a reaction SMILES: [F:1][C:2]1[C:7]([F:8])=[CH:6][CH:5]=[CH:4][C:3]=1[OH:9].CI.C(=O)([O-])[O-].[K+].[K+].[CH3:18][C:19](C)=O>>[CH2:18]([O:9][C:3]1[CH:4]=[CH:5][CH:6]=[C:7]([F:8])[C:2]=1[F:1])[CH3:19] |f:2.3.4|. Procedure: To a solution of 2,3-difluorophenol 21a (2.04 g, 14.5 mmol) in acetone (50 mL) were added methyl iodide (1.62 mL, 9.98 mmol) and potassium carbonate (3.18 g, 23.06 mmol) in turn at room temperature. The mixture was warmed up to 70° C. and stirred for 3 hours, and then filtered. To the mixture was added ethyl acetate (40 mL). The resulting mixture was washed with water (40 mL×2), dried over anhydrous sodium sulfate and filtered. The filtrate was concentrated in vacuo to give the title compound 23... Starting materials: NC(CC(=O)O)C1=CC=CC=C1 (3-amino-3-phenylpropionic acid), C1=C(C=CC2=CC=CC=C12)S(=O)(=O)Cl (2-naphthalenesulphonyl chloride). Solvent: O (water), Cl (HCl), O1CCOCC1 (dioxane), [OH-].[Na+] (sodium hydroxide), [OH-].[Na+] (sodium hydroxide). Run at time 2 hour. Yields the product C1=C(C=CC2=CC=CC=C12)S(=O)(=O)NC(CC(=O)O)C1=CC=CC=C1 (3-(Naphth-2-ylsulphonamido)-3-phenylpropionic acid). Yield: 83.5%. Reaction SMILES: [NH2:1][CH:2]([C:7]1[CH:12]=[CH:11][CH:10]=[CH:9][CH:8]=1)[CH2:3][C:4]([OH:6])=[O:5].[CH:13]1[C:22]2[C:17](=[CH:18][CH:19]=[CH:20][CH:21]=2)[CH:16]=[CH:15][C:14]=1[S:23](Cl)(=[O:25])=[O:24]>O1CCOCC1.[OH-].[Na+].O.Cl>[CH:13]1[C:22]2[C:17](=[CH:18][CH:19]=[CH:20][CH:21]=2)[CH:16]=[CH:15][C:14]=1[S:23]([NH:1][CH:2]([C:7]1[CH:12]=[CH:11][CH:10]=[CH:9][CH:8]=1)[CH2:3][C:4]([OH:6])=[O:5])(=[O:24])=[O:25] |f:3.4|. Procedure details: 4.13 g of 3-amino-3-phenylpropionic acid are dissolved in 100 ml of dioxane and 25 ml of IN sodium hydroxide and 5.6 g of 2-naphthalenesulphonyl chloride are added portionwise, while maintaining the pH at 10.5-11 by addition of 1N sodium hydroxide. After stirring for 2 hours at RT, the mixture is diluted with 400 ml of water and 2N HCl is added in order to obtain pH=2. This mixture is extracted with EtOAc and the extracts are washed with a KHSO4 /K2SO4 buffer, dried over Na2SO4 and evaporated to... Reactants: [BH3-]C#N, CC(=O)O, C=O, CS(=O)(=O)c1cccc(-c2ccc(-n3cc(C4CCCN4)nc3-c3ccccc3C(F)(F)F)cc2)c1, CO, [Na+]. Yields the product CN1CCCC1c1cn(-c2ccc(-c3cccc(S(C)(=O)=O)c3)cc2)c(-c2ccccc2C(F)(F)F)n1. As a reaction SMILES: [C:39]([BH3-:40])#[N:41].[C:45]([OH:46])(=[O:47])[CH3:48].[CH2:37]=[O:38].[CH3:1][S:2](=[O:3])(=[O:4])[c:5]1[cH:6][c:7](-[c:11]2[cH:12][cH:13][c:14](-[n:17]3[c:18](-[c:27]4[c:28]([C:33]([F:34])([F:35])[F:36])[cH:29][cH:30][cH:31][cH:32]4)[n:19][c:20]([CH:22]4[NH:23][CH2:24][CH2:25][CH2:26]4)[cH:21]3)[cH:15][cH:16]2)[cH:8][cH:9][cH:10]1.[CH3:43][OH:44].[Na+:42]>>[CH3:1][S:2](=[O:3])(=[O:4])[c:5]1[cH:6][c:7](-[c:11]2[cH:12][cH:13][c:14](-[n:17]3[c:18](-[c:27]4[c:28]([C:33]([F:34])([F:35])[F:36])[cH:29][cH:30][cH:31][cH:32]4)[n:19][c:20]([CH:22]4[N:23]([CH3:39])[CH2:24][CH2:25][CH2:26]4)[cH:21]3)[cH:15][cH:16]2)[cH:8][cH:9][cH:10]1. The reactants are ClCCCOC=1C=C(C=CC1)C1=CC2=NC=CC(=C2S1)OC1=C(C=C(C=C1)NC(CC(=O)NC1=C(C=CC=C1)OC)=O)F (N1-(4-(2-(3-(3-Chloropropoxy)phenyl)thieno[3,2-b]pyridin-7-yloxy)-3-fluorophenyl)-N3-(2-methoxyphenyl)malonamide), C(C)[S-].[Na+] (sodium ethanethiolate), I(=O)(=O)(=O)[O-].[Na+] (sodium periodate), C(C)(=O)OCC.CO (ethyl acetate methanol). Solvent: CN(C)C=O (DMF), O (water). Conditions: temperature 50 celsius, time 6 hour. Product: C(C)S(=O)CCCOC=1C=C(C=CC1)C1=CC2=NC=CC(=C2S1)OC1=C(C=C(C=C1)NC(CC(=O)NC1=C(C=CC=C1)OC)=O)F (N1-(4-(2-(3-(3-(Ethylsulfinyl)propoxy)phenyl)thieno[3,2-b]pyridin-7-yloxy)-3-fluorophenyl)-N3-(2-methoxyphenyl)malonamide). The yield is 29.0%. As a reaction SMILES: Cl[CH2:2][CH2:3][CH2:4][O:5][C:6]1[CH:7]=[C:8]([C:12]2[S:20][C:19]3[C:14](=[N:15][CH:16]=[CH:17][C:18]=3[O:21][C:22]3[CH:27]=[CH:26][C:25]([NH:28][C:29](=[O:42])[CH2:30][C:31]([NH:33][C:34]4[CH:39]=[CH:38][CH:37]=[CH:36][C:35]=4[O:40][CH3:41])=[O:32])=[CH:24][C:23]=3[F:43])[CH:13]=2)[CH:9]=[CH:10][CH:11]=1.[CH2:44]([S-:46])[CH3:45].[Na+].C(OCC)(=[O:50])C.CO.I([O-])(=O)(=O)=O.[Na+]>CN(C=O)C.O>[CH2:44]([S:46]([CH2:2][CH2:3][CH2:4][O:5][C:6]1[CH:7]=[C:8]([C:12]2[S:20][C:19]3[C:14](=[N:15][CH:16]=[CH:17][C:18]=3[O:21][C:22]3[CH:27]=[CH:26][C:25]([NH:28][C:29](=[O:42])[CH2:30][C:31]([NH:33][C:34]4[CH:39]=[CH:38][CH:37]=[CH:36][C:35]=4[O:40][CH3:41])=[O:32])=[CH:24][C:23]=3[F:43])[CH:13]=2)[CH:9]=[CH:10][CH:11]=1)=[O:50])[CH3:45] |f:1.2,3.4,5.6|. Procedure: To chloride 366 (0.048 g, 0.077 mmol) in dry DMF (10 mL) was added sodium ethanethiolate (100 mg, 1.19 mmol) and the mixture was heated to 50° C., for 18 h. It was cooled, partitioned between ethyl acetate and water, washed with brine, dried (MgSO4), filtered, run through a short plug of silica gel, and concentrated. The residue was suspended in 1:1 ethyl acetate/methanol (50 mL) and sodium periodate (0.060 g, 0.28 mmol) in water (5 mL) was added. The reaction mixture was stirred for 6 h, concen...